Dataset: the Open Reaction Database (ORD), a public repository of structured organic reaction records. Task: describe an organic reaction: reactants, conditions, products, and yield Reactants: C(C)Br (ethyl bromide), [Mg] (magnesium), C(C)C1=CC=C(C(=O)Cl)C=C1 (4-ethylbenzoyl chloride). Reagents/catalysts: [Cl-].[Cd+2].[Cl-] (cadmium chloride), C(C)[Cd]CC (Diethylcadmium). Solvent: C1=CC=CC=C1 (benzene), C1=CC=CC=C1 (benzene). Conditions: time 1 hour. Product: BrC(C(=O)C1=CC=C(C=C1)CC)C (2-Bromo-4'-ethylpropiophenone). Reaction SMILES: [CH2:1]([Br:3])[CH3:2].[Mg].[CH2:5]([C:7]1[CH:15]=[CH:14][C:10]([C:11](Cl)=[O:12])=[CH:9][CH:8]=1)[CH3:6]>C1C=CC=CC=1.C([Cd]CC)C.[Cl-].[Cd+2].[Cl-]>[Br:3][CH:1]([CH3:2])[C:11]([C:10]1[CH:14]=[CH:15][C:7]([CH2:5][CH3:6])=[CH:8][CH:9]=1)=[O:12] |f:5.6.7|. Reported procedure: Diethylcadmium is then prepared, as described in Example 8, from 63 g of ethyl bromide, 13.8 g of magnesium and 53 g of cadmium chloride. It is suspended in 400 ml of benzene, and a solution of 48.7 g of the previously prepared 4-ethylbenzoyl chloride diluted in 100 ml of benzene is then added dropwise, while cooling to below 10° C. After the addition, the mixture is stirred for one hour at ambient temperature and then for 2 hours at the reflux temperature. It is then cooled to 10° C. and poured... Starting materials: FC=1C=C(COC2=CC=C(C=C2)C2=NN=C(S2)CN)C=CC1 ((5-(4-((3-fluorobenzyl)oxy)phenyl)-1,3,4-thiadiazol-2-yl)methanamine), OC(C(=O)O)CCCCCCC1=CC=CC=C1 (2-hydroxy-8-phenyloctanoic acid), O.ON1N=NC2=C1C=CC=C2 (1-hydroxybenzotriazole hydrate), Cl.CN(CCCN=C=NCC)C (N-(3-dimethylaminopropyl)-N′-ethylcarbodiimide hydrochloride), CCN(C(C)C)C(C)C (DIPEA). Run in CN(C=O)C (dimethylformamide), C(=O)(O)[O-].[Na+] (NaHCO3). Product: FC=1C=C(COC2=CC=C(C=C2)C2=NN=C(S2)CNC(C(CCCCCCC2=CC=CC=C2)O)=O)C=CC1 (N-((5-(4-((3-fluorobenzyl)oxy)phenyl)-1,3,4-thiadiazol-2-yl)methyl)-2-hydroxy-8-phenyloctanamide). As a reaction SMILES: [F:1][C:2]1[CH:3]=[C:4]([CH:20]=[CH:21][CH:22]=1)[CH2:5][O:6][C:7]1[CH:12]=[CH:11][C:10]([C:13]2[S:17][C:16]([CH2:18][NH2:19])=[N:15][N:14]=2)=[CH:9][CH:8]=1.[OH:23][CH:24]([CH2:28][CH2:29][CH2:30][CH2:31][CH2:32][CH2:33][C:34]1[CH:39]=[CH:38][CH:37]=[CH:36][CH:35]=1)[C:25](O)=[O:26].O.ON1C2C=CC=CC=2N=N1.Cl.CN(C)CCCN=C=NCC.CCN(C(C)C)C(C)C>CN(C)C=O.C([O-])(O)=O.[Na+]>[F:1][C:2]1[CH:3]=[C:4]([CH:20]=[CH:21][CH:22]=1)[CH2:5][O:6][C:7]1[CH:8]=[CH:9][C:10]([C:13]2[S:17][C:16]([CH2:18][NH:19][C:25](=[O:26])[CH:24]([OH:23])[CH2:28][CH2:29][CH2:30][CH2:31][CH2:32][CH2:33][C:34]3[CH:35]=[CH:36][CH:37]=[CH:38][CH:39]=3)=[N:15][N:14]=2)=[CH:11][CH:12]=1 |f:2.3,4.5,8.9|. Procedure details: A solution of (5-(4-((3-fluorobenzyl)oxy)phenyl)-1,3,4-thiadiazol-2-yl)methanamine (0.85 mmol), 2-hydroxy-8-phenyloctanoic acid (0.85 mmol), 1-hydroxybenzotriazole hydrate (1.0 mmol), N-(3-dimethylaminopropyl)-N′-ethylcarbodiimide hydrochloride (1.0 mmol), and DIPEA (3.4 mmol) in dimethylformamide (4 mL) was stirred at room temperature for 22 h. The resulting mixture was diluted with NaHCO3 (saturated) and extracted twice with ethyl acetate. The organic phases were combined, washed with brine, d... Starting materials: C1(=CC=CC=C1)NN (phenylhydrazine), [N+](=[N-])=CC(=O)OCC (ethyl diazoacetate), C(C=1C(O)=CC=CC1)=N[C@@H](C(O)(C1=CC=CC=C1)C1=CC=CC=C1)C ((R)-N-salicylidene-2-amino-1,1-diphenylpropanol), 6.09, CC(C)=CC=C(C)C (2,5-dimethyl-2,4-hexadiene), [N+](=[N-])=CC(=O)OCC (ethyl diazoacetate). Reagents/catalysts: O.C(C)(=O)[O-].[Cu+2].C(C)(=O)[O-] (copper acetate monohydrate). Conditions: temperature 25 celsius, time 1 hour. Yields the product CCOC(=O)C1C(C1(C)C)C=C(C)C (chrysanthemic acid ethyl ester). Isolated yield 77.7%. Reaction SMILES: C(=N[C@H](C)C(C1C=CC=CC=1)(C1C=CC=CC=1)O)C1C(=CC=CC=1)O.[CH3:26][C:27](=[CH:29][CH:30]=[C:31]([CH3:33])[CH3:32])[CH3:28].C1(NN)C=CC=CC=1.[N+](=[CH:44][C:45]([O:47][CH2:48][CH3:49])=[O:46])=[N-]>O.C([O-])(=O)C.[Cu+2].C([O-])(=O)C>[CH3:49][CH2:48][O:47][C:45]([CH:44]1[C:31]([CH3:33])([CH3:32])[CH:30]1[CH:29]=[C:27]([CH3:28])[CH3:26])=[O:46] |f:4.5.6.7|. Procedure: 19.64 mg (0.05 mmol) of a copper complex prepared from 9.98 mg (0.05 mmol) of copper acetate monohydrate and 18.23 mg (0.055 mmol) of (R)-N-salicylidene-2-amino-1,1-diphenylpropanol, and 6.09 (55 mmol) of 2,5-dimethyl-2,4-hexadiene were charged in a 50 ml Schlenk's tube wherein the atmosphere is substituted with nitrogen. After 5.4 mg of phenylhydrazine was further added, 1.14 g (10 mmol) of ethyl diazoacetate was added dropwise at 50° C. over 2 hours. After the completion of the dropwise additi... Starting materials: COc1ncc(B2OC(C)(C)C(C)(C)O2)cc1N, ClCCl, Cl, O=S(=O)(Cl)c1ccc(F)cc1F, c1ccncc1. Product: COc1ncc(B2OC(C)(C)C(C)(C)O2)cc1NS(=O)(=O)c1ccc(F)cc1F. Reaction SMILES: [CH3:1][O:2][c:3]1[n:4][cH:5][c:6]([B:10]2[O:11][C:12]([CH3:17])([CH3:18])[C:13]([CH3:15])([CH3:16])[O:14]2)[cH:7][c:8]1[NH2:9].[Cl:32][CH2:33][Cl:34].[ClH:31].[F:19][c:20]1[c:21]([S:27](=[O:28])(=[O:29])[Cl:30])[cH:22][cH:23][c:24]([F:26])[cH:25]1.[cH:35]1[cH:36][cH:37][n:38][cH:39][cH:40]1>>[CH3:1][O:2][c:3]1[n:4][cH:5][c:6]([B:10]2[O:11][C:12]([CH3:17])([CH3:18])[C:13]([CH3:15])([CH3:16])[O:14]2)[cH:7][c:8]1[NH:9][S:27]([c:21]1[c:20]([F:19])[cH:25][c:24]([F:26])[cH:23][cH:22]1)(=[O:28])=[O:29]. Product: ClCC1=CC(=NN1CC(=O)OCC)[N+](=O)[O-] (Ethyl 2-(5-(Chloromethyl)-3-nitro-1H-pyrazol-1-yl)acetate). Solvent: C(Cl)(Cl)Cl (CHCl3). Starting materials: OCC1=CC(=NN1CC(=O)OCC)[N+](=O)[O-] (Ethyl 2-(5-(Hydroxymethyl)-3-nitro-1H-pyrazol-1-yl)acetate), O=S(Cl)Cl (SOCl2). Reported procedure: To a mixture of 146a (1.50 g, 6.55 mmol) in CHCl3 (60 mL) cooled at 0° C. was slowly added SOCl2 (2.34 g, 19.6 mmol) while maintaining the internal temperature below 5° C. This reaction mixture was warmed to 50° C. and stirred at this temperature for 3 h. It was then cooled to 0° C. and quenched with water. The organic layer was separated and evaporated under reduced pressure. The residue was purified by silica-gel column chromatography eluting with 30:1 dichloromethane/methanol to afford 146b (... The yield is 67.8%. Conditions: temperature 0 celsius, time 3 hour. RXN SMILES: O[CH2:2][C:3]1[N:7]([CH2:8][C:9]([O:11][CH2:12][CH3:13])=[O:10])[N:6]=[C:5]([N+:14]([O-:16])=[O:15])[CH:4]=1.O=S(Cl)[Cl:19]>C(Cl)(Cl)Cl>[Cl:19][CH2:2][C:3]1[N:7]([CH2:8][C:9]([O:11][CH2:12][CH3:13])=[O:10])[N:6]=[C:5]([N+:14]([O-:16])=[O:15])[CH:4]=1.